This data is from the Open Reaction Database (ORD), a public repository of structured organic reaction records. The task is: describe an organic reaction: reactants, conditions, products, and yield Starting materials: C(C)(C)(C)OC(=O)NC[C@H]1N(CC2=CC=CC=C2C1)C(=O)OCC1=CC=CC=C1 (Benzyl (3S)-3-{[(tert-butoxycarbonyl)amino]methyl}-3,4-dihydroisoquinoline-2(1H)-carboxylate), dihydrogen. Reagents/catalysts: [Pd] (palladium-on-carbon). The solvent is C(C)(=O)OCC (ethyl acetate). Product: C1N[C@@H](CC2=CC=CC=C12)CNC(OC(C)(C)C)=O (tert-Butyl [(3S)-1,2,3,4-tetrahydroisoquinolin-3-ylmethyl]carbamate). As a reaction SMILES: [C:1]([O:5][C:6]([NH:8][CH2:9][C@@H:10]1[CH2:19][C:18]2[C:13](=[CH:14][CH:15]=[CH:16][CH:17]=2)[CH2:12][N:11]1C(OCC1C=CC=CC=1)=O)=[O:7])([CH3:4])([CH3:3])[CH3:2]>C(OCC)(=O)C.[Pd]>[CH2:12]1[C:13]2[C:18](=[CH:17][CH:16]=[CH:15][CH:14]=2)[CH2:19][C@@H:10]([CH2:9][NH:8][C:6](=[O:7])[O:5][C:1]([CH3:3])([CH3:2])[CH3:4])[NH:11]1. Reported procedure: To a solution of 21 g (53 mmol) of the compound obtained in Step D in 600 mL of ethyl acetate there are added 2.1 g of palladium-on-carbon 10%. The batch is stirred at ambient temperature under a pressure of 1.3 bars of dihydrogen for 5 hours. The reaction mixture is then filtered and then concentrated to dryness. The title product is obtained in the form of a solid. Starting materials: O1CCC2=C1C=CC(=C2)[C@H]2N(CCC=1C3=CC=CC=C3NC21)C(/C=C/C2=CC=C(OCCN(C(OC(C)(C)C)=O)C)C=C2)=O ((E)-(R)-[2-(4-{3-[1-(2,3-Dihydrobenzofuran-5-yl)-1,3,4,9-tetrahydro-β-carbolin-2-yl]-3-oxopropenyl}phenoxy)ethyl]methylcarbamic Acid, Tertbutyl Ester). Reagents/catalysts: [Br-].[Zn+2].[Br-] (zinc bromide). Solvent: C(Cl)Cl (DCM). The product is O1CCC2=C1C=CC(=C2)[C@H]2N(CCC=1C3=CC=CC=C3NC21)C(\C=C\C2=CC=C(C=C2)OCCNC)=O ((E)-(R)-1-[1-(2,3-Dihydrobenzofuran-5-yl)-1,3,4,9-tetrahydro-β-carbolin-2-yl]-3-[4-(2-methylaminoethoxy)phenyl]propene-1-one). Isolated yield 98.0%. Reaction SMILES: [O:1]1[C:5]2[CH:6]=[CH:7][C:8]([C@@H:10]3[C:22]4[NH:21][C:20]5[C:15](=[CH:16][CH:17]=[CH:18][CH:19]=5)[C:14]=4[CH2:13][CH2:12][N:11]3[C:23](=[O:44])/[CH:24]=[CH:25]/[C:26]3[CH:43]=[CH:42][C:29]([O:30][CH2:31][CH2:32][N:33](C)[C:34](=O)OC(C)(C)C)=[CH:28][CH:27]=3)=[CH:9][C:4]=2[CH2:3][CH2:2]1>C(Cl)Cl.[Br-].[Zn+2].[Br-]>[O:1]1[C:5]2[CH:6]=[CH:7][C:8]([C@@H:10]3[C:22]4[NH:21][C:20]5[C:15](=[CH:16][CH:17]=[CH:18][CH:19]=5)[C:14]=4[CH2:13][CH2:12][N:11]3[C:23](=[O:44])/[CH:24]=[CH:25]/[C:26]3[CH:27]=[CH:28][C:29]([O:30][CH2:31][CH2:32][NH:33][CH3:34])=[CH:42][CH:43]=3)=[CH:9][C:4]=2[CH2:3][CH2:2]1 |f:2.3.4|. Procedure details: A solution of Example 190 (0.33 g, 0.55 mmol) in DCM (30 mL) was treated with zinc bromide (0.63 g, 5 equiv.) for 16 hours at 30° C. A gummy solid was formed. Extraction with DCM:MeOH, washing with water, drying over Na2SO4 and recrystallization from iPrOH gave the title compound as white crystals in a 98% yield.